Task: describe an organic reaction: reactants, conditions, products, and yield. Dataset: the Open Reaction Database (ORD), a public repository of structured organic reaction records The reactants are C(C1=CC=CC=C1)N1CC(C=C(C1)O)=O (1-benzyl-3-oxo-5-hydroxy-1,2,3,6-tetrahydropyridine), C(C)O (ethanol), COC(\C=C(\C)/N)=O (methyl-3-aminocrotonate), C=1(C(=CC=CC1)C=O)C (o-tolualdehyde). Run in C(C)(=O)O (acetic acid). Yields the product COC(=O)C1=C(NC=2CN(CC(C2C1C1=C(C=CC=C1)C)=O)CC1=CC=CC=C1)C (1,4,5,6,7,8-Hexahydro-2-methyl-4-(2-methylphenyl)-5-oxo-7-(phenylmethyl)-1,7-naphthyridine-3-carboxylic acid methyl ester). RXN SMILES: [CH2:1]([N:8]1[CH2:13][C:12](O)=[CH:11][C:10](=[O:15])[CH2:9]1)[C:2]1[CH:7]=[CH:6][CH:5]=[CH:4][CH:3]=1.[CH3:16][O:17][C:18](=[O:23])/[CH:19]=[C:20](\[NH2:22])/[CH3:21].[C:24]1([CH3:32])[C:25]([CH:30]=O)=[CH:26][CH:27]=[CH:28][CH:29]=1.C(O)C>C(O)(=O)C>[CH3:16][O:17][C:18]([C:19]1[CH:32]([C:24]2[CH:29]=[CH:28][CH:27]=[CH:26][C:25]=2[CH3:30])[C:11]2[C:10](=[O:15])[CH2:9][N:8]([CH2:1][C:2]3[CH:3]=[CH:4][CH:5]=[CH:6][CH:7]=3)[CH2:13][C:12]=2[NH:22][C:20]=1[CH3:21])=[O:23]. Procedure details: A mixture of 6.1 g. of 1-benzyl-3-oxo-5-hydroxy-1,2,3,6-tetrahydropyridine, 3.6 g. of methyl-3-aminocrotonate (97%), 3.6 g. of o-tolualdehyde, 55 ml. of ethanol and 18 ml. of acetic acid was refluxed for 7 hours. The solution was evaporated to dryness in vacuo. The residue was triturated with diethyl ether and the solid was separated by filtration. Recrystallization from ethanol afforded the title compound, m.p. 201°-204° C. Starting materials: CCCC(NC1CCc2cc(F)cc(F)c2C1)C(=O)O, CC(c1ccc(C(F)(F)F)cc1)n1cnc([N+](=O)[O-])c1. Product: CCCC(NC1CCc2cc(F)cc(F)c2C1)C(=O)Nc1cn(C(C)c2ccc(C(F)(F)F)cc2)cn1. Reaction SMILES: [F:21][c:22]1[cH:23][c:24]2[c:29]([c:30]([F:32])[cH:31]1)[CH2:28][CH:27]([NH:33][CH:34]([C:35](=[O:36])[OH:37])[CH2:38][CH2:39][CH3:40])[CH2:26][CH2:25]2.[N+:1]([O-:2])(=[O:3])[c:4]1[n:5][cH:6][n:7]([CH:9]([CH3:10])[c:11]2[cH:12][cH:13][c:14]([C:17]([F:18])([F:19])[F:20])[cH:15][cH:16]2)[cH:8]1>>[NH:1]([c:4]1[n:5][cH:6][n:7]([CH:9]([CH3:10])[c:11]2[cH:12][cH:13][c:14]([C:17]([F:18])([F:19])[F:20])[cH:15][cH:16]2)[cH:8]1)[C:35]([CH:34]([NH:33][CH:27]1[CH2:26][CH2:25][c:24]2[cH:23][c:22]([F:21])[cH:31][c:30]([F:32])[c:29]2[CH2:28]1)[CH2:38][CH2:39][CH3:40])=[O:36].